Dataset: the Open Reaction Database (ORD), a public repository of structured organic reaction records. Task: describe an organic reaction: reactants, conditions, products, and yield Starting materials: C(C(C(F)(F)F)OP(OC(C(F)(F)F)C(F)(F)F)OC(C(F)(F)F)C(F)(F)F)(F)(F)F, C1[C@H]([C@H]2[C@@H]([C@@]1(COC(=O)C)O)OC(O2)(C)C)N1C(c2c(C1=O)cccc2)=O. The reagents and catalysts are c1ccc(cc1)-c2c3ccccc3cc4ccccc24 (9-Phenylanthracene). Run in C1CCOC1 (THF). Reaction conditions: temperature 25 celsius, time 18 hour. The product is CC(=O)OC[C@@]1(F)C[C@H]([C@@H]2OC(C)(C)O[C@H]12)N3C(=O)c4ccccc4C3=O. As a reaction SMILES: [CH3:1][C:2]([O:4][CH2:5][C@:6]1([C@H:15]([C@@H:9]2[C@H:8]([N:16]3[C:25](=[O:26])[c:24]([c:19]4[C:17]3=[O:18])[cH:23][cH:22][cH:21][cH:20]4)[CH2:7]1)[O:14][C:11]([CH3:13])([CH3:12])[O:10]2)O)=[O:3].[F:27]C(C(C(F)(F)F)OP(OC(C(F)(F)F)C(F)(F)F)OC(C(F)(F)F)C(F)(F)F)(F)F>>[CH3:1][C:2]([O:4][CH2:5][C@@:6]1([C@H:15]([C@@H:9]2[C@H:8]([N:16]3[C:25](=[O:26])[c:24]([c:19]4[C:17]3=[O:18])[cH:23][cH:22][cH:21][cH:20]4)[CH2:7]1)[O:14][C:11]([CH3:13])([CH3:12])[O:10]2)[F:27])=[O:3]. Reactants: C(C)(=O)O[C@H]1C(O[C@@H]([C@H]([C@@H]1OC(C)=O)OC(C)=O)COC(C)=O)N=C=S (2,3,4,6-tetra-O-acetyl-D-glucopyranosyl isothiocyanate), C(C1=CC=CC=C1)N (benzylamine). Solvent: C=1(C(=CC=CC1)C)C (xylene). Reaction conditions: time 30 minute. The product is C(C)(=O)O[C@H]1[C@@H](O[C@@H]([C@H]([C@@H]1OC(C)=O)OC(C)=O)COC(C)=O)NC(=S)NCC1=CC=CC=C1 (1-(2,3,4,6-Tetra-O-acetyl-β-D-glucopyranosyl)-3-benzyl-2-thiourea). RXN SMILES: [C:1]([O:4][C@@H:5]1[C@@H:10]([O:11][C:12](=[O:14])[CH3:13])[C@H:9]([O:15][C:16](=[O:18])[CH3:17])[C@@H:8]([CH2:19][O:20][C:21](=[O:23])[CH3:22])[O:7][CH:6]1[N:24]=[C:25]=[S:26])(=[O:3])[CH3:2].[CH2:27]([NH2:34])[C:28]1[CH:33]=[CH:32][CH:31]=[CH:30][CH:29]=1>C1(C)C(C)=CC=CC=1>[C:1]([O:4][C@@H:5]1[C@@H:10]([O:11][C:12](=[O:14])[CH3:13])[C@H:9]([O:15][C:16](=[O:18])[CH3:17])[C@@H:8]([CH2:19][O:20][C:21](=[O:23])[CH3:22])[O:7][C@H:6]1[NH:24][C:25]([NH:34][CH2:27][C:28]1[CH:33]=[CH:32][CH:31]=[CH:30][CH:29]=1)=[S:26])(=[O:3])[CH3:2]. Reported procedure: To 10 ml of anhydrous xylene were added 390 mg (1 mmol) of 2,3,4,6-tetra-O-acetyl-D-glucopyranosyl isothiocyanate and then slowly added 110 mg (1 mmol) of benzylamine (MW 107) under ice-cooling and stirring over 30 minutes. The mixture was then stirred at room temperature for 1.5 hours, during which crystals were deposited and then filtered off. Recrystallization from ethanol gave colourless needles melting between 126° and 128° C. (uncorrected). Yield: 198 mg (40%). Starting materials: CC1=CC=CC=2C3=C(NC12)C(=CNCC3)C(=O)OCC (ethyl 7-methyl-1,2,3,6-tetrahydroazepino[4,5-b]indole-5-carboxylate), C(C)(=O)Cl (acetyl chloride). Product: C(C)(=O)N1C=C(C=2NC=3C(=CC=CC3C2CC1)C)C(=O)OCC (Ethyl 3-Acetyl-7-Methyl-1,2,3,6-Tetrahydroazepino[4,5-b]Indole-5-Carboxylate). RXN SMILES: [CH3:1][C:2]1[C:10]2[NH:9][C:8]3[C:11]([C:16]([O:18][CH2:19][CH3:20])=[O:17])=[CH:12][NH:13][CH2:14][CH2:15][C:7]=3[C:6]=2[CH:5]=[CH:4][CH:3]=1.[C:21](Cl)(=[O:23])[CH3:22]>>[C:21]([N:13]1[CH2:14][CH2:15][C:7]2[C:6]3[CH:5]=[CH:4][CH:3]=[C:2]([CH3:1])[C:10]=3[NH:9][C:8]=2[C:11]([C:16]([O:18][CH2:19][CH3:20])=[O:17])=[CH:12]1)(=[O:23])[CH3:22]. Reported procedure: The title compound was prepared in a manner similar to that described in Example 2A using ethyl 7-methyl-1,2,3,6-tetrahydroazepino[4,5-b]indole-5-carboxylate and acetyl chloride; 1H-NMR (CDCl3): δ 10.50 (1H, br s), 8.12 (1H, br s), 7.36 (1H, d), 7.01 (2H, m), 4.39 (2H, q), 4.01 (2H, m), 3.16 (2H, m), 2.53 (3H, s), 2.39 (3H, s), 1.43 (3H, t); MS (ES): 313 (MH+). Starting materials: CN1CCCC1=O, CCN(C(C)C)C(C)C, COc1cc2nccc(Cl)c2cc1C(=O)OC(C)(C)C, O=[N+]([O-])c1ccc(O)c(F)c1. The product is COc1cc2nccc(Oc3ccc([N+](=O)[O-])cc3F)c2cc1C(=O)OC(C)(C)C. As a reaction SMILES: [CH3:41][N:42]1[C:43](=[O:44])[CH2:45][CH2:46][CH2:47]1.[CH:21]([N:22]([CH:23]([CH3:24])[CH3:25])[CH2:26][CH3:27])([CH3:28])[CH3:29].[Cl:1][c:2]1[cH:3][cH:4][n:5][c:6]2[cH:7][c:8]([O:19][CH3:20])[c:9]([C:12](=[O:13])[O:14][C:15]([CH3:16])([CH3:17])[CH3:18])[cH:10][c:11]12.[F:30][c:31]1[c:32]([OH:40])[cH:33][cH:34][c:35]([N+:37](=[O:38])[O-:39])[cH:36]1>>[c:2]1([O:40][c:32]2[c:31]([F:30])[cH:36][c:35]([N+:37](=[O:38])[O-:39])[cH:34][cH:33]2)[cH:3][cH:4][n:5][c:6]2[cH:7][c:8]([O:19][CH3:20])[c:9]([C:12](=[O:13])[O:14][C:15]([CH3:16])([CH3:17])[CH3:18])[cH:10][c:11]12.